From a dataset of the Open Reaction Database (ORD), a public repository of structured organic reaction records. describe an organic reaction: reactants, conditions, products, and yield Reactants: C(C)(=O)O[BH-](OC(C)=O)OC(C)=O.[Na+] (sodium triacetoxyborohydride), CN1N=CC(=C1)C1=CC2=C(N=C(S2)N2CC(C2)=O)C=C1 (1-(6-(1-methyl-1H-pyrazol-4-yl)benzo[d]thiazol-2-yl)azetidin-3-one), N1CCCC1 (pyrrolidine), C(C)(=O)O (acetic acid). Run in C1(=CC=CC=C1)C (toluene). Conditions: time 8 hour. Product: CN1N=CC(=C1)C1=CC2=C(N=C(S2)N2CC(C2)N2CCCC2)C=C1 (6-(1-methyl-1H-pyrazol-4-yl)-2-(3-(pyrrolidin-1-yl)azetidin-1-yl)benzo[d]thiazole). As a reaction SMILES: [CH3:1][N:2]1[CH:6]=[C:5]([C:7]2[CH:20]=[CH:19][C:10]3[N:11]=[C:12]([N:14]4[CH2:17][C:16](=O)[CH2:15]4)[S:13][C:9]=3[CH:8]=2)[CH:4]=[N:3]1.[NH:21]1[CH2:25][CH2:24][CH2:23][CH2:22]1.C(O)(=O)C.C(O[BH-](OC(=O)C)OC(=O)C)(=O)C.[Na+]>C1(C)C=CC=CC=1>[CH3:1][N:2]1[CH:6]=[C:5]([C:7]2[CH:20]=[CH:19][C:10]3[N:11]=[C:12]([N:14]4[CH2:17][CH:16]([N:21]5[CH2:25][CH2:24][CH2:23][CH2:22]5)[CH2:15]4)[S:13][C:9]=3[CH:8]=2)[CH:4]=[N:3]1 |f:3.4|. Reported procedure: A mixture of 1-(6-(1-methyl-1H-pyrazol-4-yl)benzo[d]thiazol-2-yl)azetidin-3-one (Reference Example 4, 17 mg, 0.06 mmol), pyrrolidine (0.015 mL, 0.18 mmol), and a catalytic amount of acetic acid (0.005 mL) in toluene (0.4 mL) was stirred at room temperature for 5 minutes, then sodium triacetoxyborohydride (38 mg, 0.18 mmol) was added. The reaction mixture was stirred at room temperature overnight. The reaction mixture was then quenched with 1 M aqueous K3PO4 (0.4 mL), and extracted twice with eth... The reactants are C1(CC1)Br (cyclopropylbromide), C(CCC)[Li] (n-butyllithium), cuprous cyanide, O=O (oxygen), [OH-].[NH4+] (ammonium hydroxide), [Cl-].[NH4+] (ammonium chloride), anilinocuprate, C1(CC1)[Li].CCOCC (cyclopropyllithium ether), BrC=1C=C(N)C=CC1F (3-bromo-4-fluoroaniline), C(C)(C)(C)[Li] (t-butyllithium). The solvent is O1CCCC1 (tetrahydrofuran). Conditions: temperature -78 celsius, time 25 minute. Yields the product C1(CC1)NC1=CC(=C(C=C1)F)Br (N-cyclopropyl-3-bromo-4-fluoroaniline). Yield: 28.9%. As a reaction SMILES: [CH:1]1(Br)[CH2:3][CH2:2]1.C([Li])(C)(C)C.[Br:10][C:11]1[CH:12]=[C:13]([CH:15]=[CH:16][C:17]=1[F:18])[NH2:14].C([Li])CCC.C1([Li])CC1.CCOCC.O=O.[OH-].[NH4+].[Cl-].[NH4+]>O1CCCC1>[CH:1]1([NH:14][C:13]2[CH:15]=[CH:16][C:17]([F:18])=[C:11]([Br:10])[CH:12]=2)[CH2:3][CH2:2]1 |f:4.5,7.8,9.10|. Procedure: To a flame dried flask containing 60 ml of anhydrous ethyl ether was added 5.63 g (46.5 mmoles) of cyclopropylbromide, and then the mixture was cooled to -78° C. under a nitrogen atmosphere. Then, 27.4 ml (46.5 mmoles) of 1.7M t-butyllithium was added slowly. The mixture was then warmed to -40° C. Into another flame dried flask was placed 2.95 g (15.5 mmoles) of 3-bromo-4-fluoroaniline and 50 ml of anhydrous tetrahydrofuran. This mixture was also cooled to -78° C. under nitrogen atmosphere. Then...